This data is from the Open Reaction Database (ORD), a public repository of structured organic reaction records. The task is: describe an organic reaction: reactants, conditions, products, and yield The reactants are C(C)(=O)C=1C=C(C=CC1)B(O)O (3-acetylphenylboronic acid), BrC1=C(C=CC=C1)Br (1,2-dibromobenzene), C([O-])([O-])=O.[K+].[K+] (potassium carbonate), C1(=CC=CC=C1)C.C(C)O (toluene ethanol). The reagents and catalysts are C=1C=CC(=CC1)[P](C=2C=CC=CC2)(C=3C=CC=CC3)[Pd]([P](C=4C=CC=CC4)(C=5C=CC=CC5)C=6C=CC=CC6)([P](C=7C=CC=CC7)(C=8C=CC=CC8)C=9C=CC=CC9)[P](C=1C=CC=CC1)(C=1C=CC=CC1)C=1C=CC=CC1 (tetrakis(triphenylphosphine)palladium(0)). The solvent is C(C)OCC (diethyl ether), O (water). Conditions: temperature 90 celsius. The product is BrC1=C(C=CC=C1)C1=CC(=CC=C1)C(C)=O (1-(2′-Bromo-biphenyl-3-yl)-ethanone). Isolated yield 63.2%. Reaction SMILES: [C:1]([C:4]1[CH:5]=[C:6](B(O)O)[CH:7]=[CH:8][CH:9]=1)(=[O:3])[CH3:2].[Br:13][C:14]1[CH:19]=[CH:18][CH:17]=[CH:16][C:15]=1Br.C(=O)([O-])[O-].[K+].[K+].C1(C)C=CC=CC=1.C(O)C>C(OCC)C.O.C1C=CC([P]([Pd]([P](C2C=CC=CC=2)(C2C=CC=CC=2)C2C=CC=CC=2)([P](C2C=CC=CC=2)(C2C=CC=CC=2)C2C=CC=CC=2)[P](C2C=CC=CC=2)(C2C=CC=CC=2)C2C=CC=CC=2)(C2C=CC=CC=2)C2C=CC=CC=2)=CC=1>[Br:13][C:14]1[CH:19]=[CH:18][CH:17]=[CH:16][C:15]=1[C:6]1[CH:7]=[CH:8][CH:9]=[C:4]([C:1](=[O:3])[CH3:2])[CH:5]=1 |f:2.3.4,5.6,^1:46,48,67,86|. Reported procedure: A mixture of 3-acetylphenylboronic acid (1.64 g, 10 mmol), 1,2-dibromobenzene (4.72 g, 20 mmol), potassium carbonate (6.9 g, 50 mmol) and tetrakis(triphenylphosphine)palladium(0) (0.58 g, 0.5 mmol) in 1:1 toluene/ethanol (40 ml) was stirred and heated at 90° C. under nitrogen for 16 hours. After cooling the mixture was diluted with diethyl ether and water and the organic phase dried (MgSO4) and evaporated to dryness. The residue was purified by chromatography using Biotage with iso-hexane contai... Starting materials: CO, [Na+], C1COCCO1, [OH-], COC(=O)CN1CCCN(CCC(c2ccccc2)c2ccccc2)CC1. Product: [Na+], O=C([O-])CN1CCCN(CCC(c2ccccc2)c2ccccc2)CC1. As a reaction SMILES: [CH3:28][OH:29].[Na+:31].[O:32]1[CH2:33][CH2:34][O:35][CH2:36][CH2:37]1.[OH-:30].[c:1]1([CH:7]([CH2:8][CH2:9][N:10]2[CH2:11][CH2:12][N:13]([CH2:17][C:18](=[O:19])[O:20][CH3:21])[CH2:14][CH2:15][CH2:16]2)[c:22]2[cH:23][cH:24][cH:25][cH:26][cH:27]2)[cH:2][cH:3][cH:4][cH:5][cH:6]1>>[Na+:31].[c:1]1([CH:7]([CH2:8][CH2:9][N:10]2[CH2:11][CH2:12][N:13]([CH2:17][C:18](=[O:19])[O-:20])[CH2:14][CH2:15][CH2:16]2)[c:22]2[cH:23][cH:24][cH:25][cH:26][cH:27]2)[cH:2][cH:3][cH:4][cH:5][cH:6]1. The reactants are C1(=CC=C(C=C1)C[C@H](C[C@H](C(=O)O)C)NC(=O)OC(C)(C)C)C1=CC=CC=C1 ((2R,4S)-5-biphenyl-4-yl-4-tert-butoxycarbonylamino-2-methyl-pentanoic acid), CS(=O)(=O)N (methyl sulfonamide), CCN=C=NCCCN(C)C.Cl (EDC.HCl), ON1N=NC2=C1N=CC=C2 (1-hydroxy-7-azabenzotriazole), CCN(C(C)C)C(C)C (DIPEA). Solvent: CN(C)C=O (DMF). Yields the product C(C)(C)(C)OC(N[C@@H](C[C@H](C(=O)NS(=O)(=O)C)C)CC1=CC=C(C=C1)C1=CC=CC=C1)=O (((1S,3R)-1-Biphenyl-4-ylmethyl-4-methanesulfonylamino-3-methyl-4-oxo-butyl)-carbamic acid tert-butyl ester). The yield is 55.4%. Reaction SMILES: [C:1]1([C:23]2[CH:28]=[CH:27][CH:26]=[CH:25][CH:24]=2)[CH:6]=[CH:5][C:4]([CH2:7][C@@H:8]([NH:15][C:16]([O:18][C:19]([CH3:22])([CH3:21])[CH3:20])=[O:17])[CH2:9][C@@H:10]([CH3:14])[C:11](O)=[O:12])=[CH:3][CH:2]=1.[CH3:29][S:30]([NH2:33])(=[O:32])=[O:31].CCN=C=NCCCN(C)C.Cl.ON1C2N=CC=CC=2N=N1.CCN(C(C)C)C(C)C>CN(C=O)C>[C:19]([O:18][C:16](=[O:17])[NH:15][C@H:8]([CH2:7][C:4]1[CH:5]=[CH:6][C:1]([C:23]2[CH:28]=[CH:27][CH:26]=[CH:25][CH:24]=2)=[CH:2][CH:3]=1)[CH2:9][C@@H:10]([CH3:14])[C:11]([NH:33][S:30]([CH3:29])(=[O:32])=[O:31])=[O:12])([CH3:22])([CH3:21])[CH3:20] |f:2.3|. Procedure details: To a solution of (2R,4S)-5-biphenyl-4-yl-4-tert-butoxycarbonylamino-2-methyl-pentanoic acid (500 mg, 1.304 mmol) in DMF (10 ml) at room temperature is added methyl sulfonamide (223 mg, 2.347 mmol), EDC.HCl (450 mg, 2.347 mmol), 1-hydroxy-7-azabenzotriazole (284 mg, 2.086 mmol) and DIPEA (0.501 ml, 2.87 mmol). The reaction mixture is stirred at room temperature over night. The reaction is quenched by brine and is extracted with EtOAc. The combined organic layer is washed with brine and is dried o... The product is CCCCCC=CCC=CCC=CCCCCC(=O)OCCCOC(=O)CCCCCCCC=CCCCCCCCC. Reactants: CCCCCC=CCC=CCC=CCCCCC(=O)OCCCO, CCCCCCCCC=CCCCCCCCC(=O)O, C(=NC1CCCCC1)=NC1CCCCC1, ClCCl, CN(C)c1ccncc1, CCCCCC. RXN SMILES: [C:16]([CH2:17][CH2:18][CH2:19][CH2:20][CH:21]=[CH:22][CH2:23][CH:24]=[CH:25][CH2:26][CH:27]=[CH:28][CH2:29][CH2:30][CH2:31][CH2:32][CH3:33])(=[O:34])[O:35][CH2:36][CH2:37][CH2:38][OH:39].[C:40]([CH2:41][CH2:42][CH2:43][CH2:44][CH2:45][CH2:46][CH2:47][CH:48]=[CH:49][CH2:50][CH2:51][CH2:52][CH2:53][CH2:54][CH2:55][CH2:56][CH3:57])(=[O:58])[OH:59].[CH2:1]1[CH2:2][CH2:3][CH:4]([N:5]=[C:6]=[N:7][CH:8]2[CH2:9][CH2:10][CH2:11][CH2:12][CH2:13]2)[CH2:14][CH2:15]1.[CH2:69]([Cl:70])[Cl:71].[CH3:60][N:61]([c:62]1[cH:63][cH:64][n:65][cH:66][cH:67]1)[CH3:68].[CH3:72][CH2:73][CH2:74][CH2:75][CH2:76][CH3:77]>>[C:16]([CH2:17][CH2:18][CH2:19][CH2:20][CH:21]=[CH:22][CH2:23][CH:24]=[CH:25][CH2:26][CH:27]=[CH:28][CH2:29][CH2:30][CH2:31][CH2:32][CH3:33])(=[O:34])[O:35][CH2:36][CH2:37][CH2:38][O:39][C:40]([CH2:41][CH2:42][CH2:43][CH2:44][CH2:45][CH2:46][CH2:47][CH:48]=[CH:49][CH2:50][CH2:51][CH2:52][CH2:53][CH2:54][CH2:55][CH2:56][CH3:57])=[O:58]. Procedure: Ethyl 8-bromo-1-(2,5-dimethoxybenzyl)-4-(4-methoxyphenyl)-1,2-dihydro-2-oxobenzofuro[3,2-b]pyridine-3-carboxylate is reacted analogously to Example 3 with phenylboronic acid to give ethyl 8-phenyl-1-(2,5-dimethoxybenzyl)-4-(4-methoxyphenyl)-1,2-dihydro-2-oxobenzofuro[3,2-b]pyridine-3-carboxylate, m.p. 216°. By ester hydrolysis thereof the 8-phenyl-1-(2,5-dimethoxybenzyl)-4-(4-methoxyphenyl)-1,2-dihydro-2-oxobenzofuro[3,2-b]pyridine-3-carboxylic acid is obtained, m.p. 270°. Reaction SMILES: Br[C:2]1[CH:3]=[CH:4][C:5]2[O:14][C:13]3[C:12]([C:15]4[CH:20]=[CH:19][C:18]([O:21][CH3:22])=[CH:17][CH:16]=4)=[C:11]([C:23]([O:25][CH2:26][CH3:27])=[O:24])[C:10](=[O:28])[N:9]([CH2:29][C:30]4[CH:35]=[C:34]([O:36][CH3:37])[CH:33]=[CH:32][C:31]=4[O:38][CH3:39])[C:8]=3[C:6]=2[CH:7]=1.[C:40]1(B(O)O)[CH:45]=[CH:44][CH:43]=[CH:42][CH:41]=1>>[C:40]1([C:2]2[CH:3]=[CH:4][C:5]3[O:14][C:13]4[C:12]([C:15]5[CH:20]=[CH:19][C:18]([O:21][CH3:22])=[CH:17][CH:16]=5)=[C:11]([C:23]([O:25][CH2:26][CH3:27])=[O:24])[C:10](=[O:28])[N:9]([CH2:29][C:30]5[CH:35]=[C:34]([O:36][CH3:37])[CH:33]=[CH:32][C:31]=5[O:38][CH3:39])[C:8]=4[C:6]=3[CH:7]=2)[CH:45]=[CH:44][CH:43]=[CH:42][CH:41]=1. The product is C1(=CC=CC=C1)C=1C=CC2=C(C1)C=1N(C(C(=C(C1O2)C2=CC=C(C=C2)OC)C(=O)OCC)=O)CC2=C(C=CC(=C2)OC)OC (ethyl 8-phenyl-1-(2,5-dimethoxybenzyl)-4-(4-methoxyphenyl)-1,2-dihydro-2-oxobenzofuro[3,2-b]pyridine-3-carboxylate). Starting materials: BrC=1C=CC2=C(C1)C=1N(C(C(=C(C1O2)C2=CC=C(C=C2)OC)C(=O)OCC)=O)CC2=C(C=CC(=C2)OC)OC (Ethyl 8-bromo-1-(2,5-dimethoxybenzyl)-4-(4-methoxyphenyl)-1,2-dihydro-2-oxobenzofuro[3,2-b]pyridine-3-carboxylate), C1(=CC=CC=C1)B(O)O (phenylboronic acid). The reactants are C12(C(=O)CC(CC1)C2(C)C)CS(=O)(=O)O ((+)-Camphorsulfonic acid), C(C1=CC=CC=C1)OC(=O)N1CCC(CC1)NC(=O)[C@H]1NCC(CC1)=NOCC1=CC=CC=C1 (4-[({(2S)-5-[(benzyloxy)imino]piperidin-2-yl}carbonyl)amino]piperidine-1-carboxylic acid benzyl ester), C(O)([O-])=O.[Na+] (sodium hydrogen carbonate). Solvent: O1CCCC1 (tetrahydrofuran). Conditions: temperature -20 celsius, time 9 hour. Yields the product C(C1=CC=CC=C1)OC(=O)N1CCC(CC1)NC(=O)[C@H]1NC[C@@H](CC1)NOCC1=CC=CC=C1 (4-[({(2S,5R)-5-[(benzyloxy)amino]piperidin-2-yl}carbonyl)amino]piperidine-1-carboxylic acid benzyl ester). Isolated yield 81.7%. Reaction SMILES: C12(CS(O)(=O)=O)C(C)(C)C(CC1)CC2=O.[CH2:16]([O:23][C:24]([N:26]1[CH2:31][CH2:30][CH:29]([NH:32][C:33]([C@@H:35]2[CH2:40][CH2:39][C:38](=[N:41][O:42][CH2:43][C:44]3[CH:49]=[CH:48][CH:47]=[CH:46][CH:45]=3)[CH2:37][NH:36]2)=[O:34])[CH2:28][CH2:27]1)=[O:25])[C:17]1[CH:22]=[CH:21][CH:20]=[CH:19][CH:18]=1.C(=O)([O-])O.[Na+]>O1CCCC1>[CH2:16]([O:23][C:24]([N:26]1[CH2:31][CH2:30][CH:29]([NH:32][C:33]([C@@H:35]2[CH2:40][CH2:39][C@@H:38]([NH:41][O:42][CH2:43][C:44]3[CH:49]=[CH:48][CH:47]=[CH:46][CH:45]=3)[CH2:37][NH:36]2)=[O:34])[CH2:28][CH2:27]1)=[O:25])[C:17]1[CH:22]=[CH:21][CH:20]=[CH:19][CH:18]=1 |f:2.3|. Procedure: (+)-Camphorsulfonic acid (0.350 g, 1.51 mmol) and tetrahydrofuran (1 ml) was added to 4-[({(2S)-5-[(benzyloxy)imino]piperidin-2-yl}carbonyl)amino]piperidine-1-carboxylic acid benzyl ester (0.113 g, 0.25 mmol), and the obtained mixture was cooled down to −20° C. Borane-tetrahydrofuran complex (0.95M, 1.3 ml, 1.24 mmol) was added to the mixture, and after 9 hours of stirring, saturated sodium hydrogen carbonate aqueous solution (5 ml) was added. The reaction mixture was extracted with ethyl acetat... Yields the product CCOC(=O)C=C(C)C=CC1=C(Br)CCC1. The reactants are O=CC1=C(Br)CCC1, CCOC(=O)C=C(C)CP(=O)(OCC)OCC, [H-], [Na+], CN(C)C=O. Reaction SMILES: [Br:20][C:21]1=[C:22]([CH:26]=[O:27])[CH2:23][CH2:24][CH2:25]1.[CH2:3]([CH3:4])[O:5][C:6]([CH:7]=[C:8]([CH2:9][P:10]([O:11][CH2:12][CH3:13])([O:14][CH2:15][CH3:16])=[O:17])[CH3:18])=[O:19].[H-:2].[Na+:1].[O:28]=[CH:29][N:30]([CH3:31])[CH3:32]>>[CH2:3]([CH3:4])[O:5][C:6]([CH:7]=[C:8]([CH:9]=[CH:26][C:22]1=[C:21]([Br:20])[CH2:25][CH2:24][CH2:23]1)[CH3:18])=[O:19]. Reactants: C(C)(C)(C)OC(=O)N1CCC(CC1)C1=CN=C2N1C=CC=C2 (1-(t-Butoxycarbonyl)-4-(imidazo[1,2-a]pyridin-3-yl)piperidine), C(=O)(C(F)(F)F)O (TFA). Reaction conditions: time 1 hour. Product: OC(=O)C(F)(F)F.OC(=O)C(F)(F)F.N=1C=C(N2C1C=CC=C2)C2CCNCC2 (4-(Imidazo[1,2-a]pyridin-3-yl)piperidine di-TFA salt). As a reaction SMILES: C(OC([N:8]1[CH2:13][CH2:12][CH:11]([C:14]2[N:18]3[CH:19]=[CH:20][CH:21]=[CH:22][C:17]3=[N:16][CH:15]=2)[CH2:10][CH2:9]1)=O)(C)(C)C.[C:23]([OH:29])([C:25]([F:28])([F:27])[F:26])=[O:24]>>[OH:29][C:23]([C:25]([F:28])([F:27])[F:26])=[O:24].[OH:29][C:23]([C:25]([F:28])([F:27])[F:26])=[O:24].[N:16]1[CH:15]=[C:14]([CH:11]2[CH2:12][CH2:13][NH:8][CH2:9][CH2:10]2)[N:18]2[CH:19]=[CH:20][CH:21]=[CH:22][C:17]=12 |f:2.3.4|. Procedure details: To 100 mg of 1-(t-butoxycarbonyl)4-(imidazo[1,2-a]pyridin-3-yl)piperidine from Step A was added 2 mL TFA. The reaction was stirred at rt for 1 h. The mixture was concentrated under reduced pressure to afford 180 mg of a viscous oil. Starting materials: O=C([O-])[O-], CN(C)C=O, CC(C)c1onc(-c2c(Cl)cccc2Cl)c1CCl, [Cs+], [Cs+], COC(=O)c1cccc2cc(-c3ccc(O)cc3)ccc12. Product: COC(=O)c1cccc2cc(-c3ccc(OCc4c(-c5c(Cl)cccc5Cl)noc4C(C)C)cc3)ccc12. As a reaction SMILES: [C:1](=[O:2])([O-:3])[O-:4].[CH3:46][N:47]([CH3:48])[CH:49]=[O:50].[Cl:28][CH2:29][c:30]1[c:31](-[c:38]2[c:39]([Cl:45])[cH:40][cH:41][cH:42][c:43]2[Cl:44])[n:32][o:33][c:34]1[CH:35]([CH3:36])[CH3:37].[Cs+:5].[Cs+:6].[OH:7][c:8]1[cH:9][cH:10][c:11](-[c:14]2[cH:15][c:16]3[cH:17][cH:18][cH:19][c:20]([C:24](=[O:25])[O:26][CH3:27])[c:21]3[cH:22][cH:23]2)[cH:12][cH:13]1>>[O:7]([c:8]1[cH:9][cH:10][c:11](-[c:14]2[cH:15][c:16]3[cH:17][cH:18][cH:19][c:20]([C:24](=[O:25])[O:26][CH3:27])[c:21]3[cH:22][cH:23]2)[cH:12][cH:13]1)[CH2:29][c:30]1[c:31](-[c:38]2[c:39]([Cl:45])[cH:40][cH:41][cH:42][c:43]2[Cl:44])[n:32][o:33][c:34]1[CH:35]([CH3:36])[CH3:37]. Reactants: C(C)#N (acetonitrile), C(CCC)[Li] (n-butyl lithium), Cl (hydrochloric acid), N1([C@@H](CCC1)C(=O)OC)C(=O)OC(C)(C)C (1-tert-butyl 2-methyl (2S)-pyrrolidine-1,2-dicarboxylate). Solvent: C1CCOC1 (THF), O (Water), C1CCOC1 (THF). Run at temperature -78 celsius, time 10 minute. The product is C(#N)CC(=O)[C@H]1N(CCC1)C(=O)OC(C)(C)C (tert-butyl (2S)-2-(2-cyanoacetyl)pyrrolidine-1-carboxylate). Yield: 97.2%. RXN SMILES: [C:1](#[N:3])[CH3:2].C([Li])CCC.[N:9]1([C:18]([O:20][C:21]([CH3:24])([CH3:23])[CH3:22])=[O:19])[CH2:13][CH2:12][CH2:11][C@H:10]1[C:14](OC)=[O:15].Cl>C1COCC1.O>[C:1]([CH2:2][C:14]([C@@H:10]1[CH2:11][CH2:12][CH2:13][N:9]1[C:18]([O:20][C:21]([CH3:24])([CH3:23])[CH3:22])=[O:19])=[O:15])#[N:3]. Procedure details: To a solution of acetonitrile (1.5 mL, 29 mmol) in THF (60 mL) was added n-butyl lithium (2.5 M solution in hexane, 10.8 mL, 29 mmol) at −78° C. The solution was stirred at about −78° C. for about 10 min and a solution of 1-tert-butyl 2-methyl (2S)-pyrrolidine-1,2-dicarboxylate (5.64 g, 25 mmol, US2007197506) in 15 mL of THF was added. The mixture was stirred at about −78° C. for about 1 hr and was subsequently allowed to reach rt (overnight). Water was added and the mixture acidified to pH 3 wi...